From a dataset of the Open Reaction Database (ORD), a public repository of structured organic reaction records. describe an organic reaction: reactants, conditions, products, and yield The reactants are C1CCNCC1, [Cl-], COc1ccc(C2=C(C(F)(F)F)c3ccc(OC)cc3OC2c2ccc(OCCCl)cc2)cc1, [I-], [K+], [Na+]. Product: COc1ccc(C2=C(C(F)(F)F)c3ccc(OC)cc3OC2c2ccc(OCCN3CCCCC3)cc2)cc1. Reaction SMILES: [CH2:39]1[CH2:40][CH2:41][NH:42][CH2:43][CH2:44]1.[Cl-:38].[Cl:1][CH2:2][CH2:3][O:4][c:5]1[cH:6][cH:7][c:8]([CH:11]2[O:12][c:13]3[c:14]([cH:29][cH:30][c:31]([O:33][CH3:34])[cH:32]3)[C:15]([C:25]([F:26])([F:27])[F:28])=[C:16]2[c:17]2[cH:18][cH:19][c:20]([O:23][CH3:24])[cH:21][cH:22]2)[cH:9][cH:10]1.[I-:36].[K+:35].[Na+:37]>>[CH2:2]([CH2:3][O:4][c:5]1[cH:6][cH:7][c:8]([CH:11]2[O:12][c:13]3[c:14]([cH:29][cH:30][c:31]([O:33][CH3:34])[cH:32]3)[C:15]([C:25]([F:26])([F:27])[F:28])=[C:16]2[c:17]2[cH:18][cH:19][c:20]([O:23][CH3:24])[cH:21][cH:22]2)[cH:9][cH:10]1)[N:42]1[CH2:41][CH2:40][CH2:39][CH2:44][CH2:43]1. Starting materials: Br (hydrogen bromide), FC=1C=C(OC2=CC=C(C=C2)OC)C=C(C1)F (4-(3,5-difluorophenoxy)anisole), ice water. Solvent: C(C)(=O)O (acetic acid). Yields the product FC=1C=C(OC2=CC=C(C=C2)O)C=C(C1)F (4-(3,5-difluorophenoxy)phenol). Isolated yield 98.1%. Reaction SMILES: [F:1][C:2]1[CH:3]=[C:4]([CH:14]=[C:15]([F:17])[CH:16]=1)[O:5][C:6]1[CH:11]=[CH:10][C:9]([O:12]C)=[CH:8][CH:7]=1.Br>C(O)(=O)C>[F:1][C:2]1[CH:3]=[C:4]([CH:14]=[C:15]([F:17])[CH:16]=1)[O:5][C:6]1[CH:7]=[CH:8][C:9]([OH:12])=[CH:10][CH:11]=1. Reported procedure: A mixture of 4-(3,5-difluorophenoxy)anisole (22.0 g, 0.093 mol), acetic acid (200 ml) and a 47% aqueous hydrogen bromide solution (200 ml) was heated with stirring under reflux for 8 hours. After allowed to cool, the reaction mixture was poured into ice-water and extracted with a mixture of ether and n-hexane (1 : 2). The organic layer was washed with water three times and dried over anhydrous magnesium sulfate. Removal of the solvent gave 4-(3,5-difluorophenoxy)phenol (20.27 g). The reactants are BrCC(=O)C1=CC=C(C=C1)Br (2,4′-dibromoacetophenone), CC1(OC(=O)CC(=O)O1)C (Meldrum's acid), [H-].[Na+] (sodium hydride), resultant solution, Cl (hydrochloric acid). Run in C1CCOC1 (THF), C1CCOC1 (THF), C1CCOC1 (THF), O (water). Conditions: time 1 hour. Yields the product BrC1=CC=C(C=C1)C(CC1C(OC(OC1=O)(C)C)=O)=O (5-[2-(4-Bromophenyl)-2-oxoethyl]-2,2-dimethyl-[1,3]dioxane-4,6-dione). The yield is 54.9%. Reaction SMILES: [CH3:1][C:2]1([CH3:10])[O:9][C:7](=[O:8])[CH2:6][C:4](=[O:5])[O:3]1.[H-].[Na+].Br[CH2:14][C:15]([C:17]1[CH:22]=[CH:21][C:20]([Br:23])=[CH:19][CH:18]=1)=[O:16].Cl>O.C1COCC1>[Br:23][C:20]1[CH:21]=[CH:22][C:17]([C:15](=[O:16])[CH2:14][CH:6]2[C:7](=[O:8])[O:9][C:2]([CH3:10])([CH3:1])[O:3][C:4]2=[O:5])=[CH:18][CH:19]=1 |f:1.2|. Procedure details: A solution of Meldrum's acid (5.0 g, 35 mmol) in anhyd THF (25 mL) was added cautiously to a stirred suspension of sodium hydride (95%, 960 mg, 38 mmol) in anhyd THF (25 mL). The resulting solution was stirred at room temperature for 1 h. A solution of 2,4′-dibromoacetophenone (11.6 g, 42 mmol) in anhyd THF (25 mL) was added dropwise, and the resultant solution was stirred at room temperature for 16-24 h (TLC control). The reaction mixture was poured into water (50 mL), acidified to pH 2-3 with ... Reactants: O=C(Cl)c1cccc(Cl)c1, O=C1C(=O)c2ccccc2C2=C1SCC1(CCNCC1)O2. The product is O=C1C(=O)c2ccccc2C2=C1SCC1(CCN(C(=O)c3cccc(Cl)c3)CC1)O2. As a reaction SMILES: [Cl:22][c:23]1[cH:24][c:25]([C:26](=[O:27])[Cl:28])[cH:29][cH:30][cH:31]1.[NH:1]1[CH2:2][CH2:3][C:4]2([CH2:5][S:6][C:7]3=[C:8]([O:9]2)[c:10]2[cH:11][cH:12][cH:13][cH:14][c:15]2[C:16](=[O:19])[C:17]3=[O:18])[CH2:20][CH2:21]1>>[N:1]1([C:26]([c:25]2[cH:24][c:23]([Cl:22])[cH:31][cH:30][cH:29]2)=[O:27])[CH2:2][CH2:3][C:4]2([CH2:5][S:6][C:7]3=[C:8]([O:9]2)[c:10]2[cH:11][cH:12][cH:13][cH:14][c:15]2[C:16](=[O:19])[C:17]3=[O:18])[CH2:20][CH2:21]1. Starting materials: C(C)C=1C(NC(NC1OC1=CC(=CC(=C1)C)C)=O)=O (5-Ethyl-6-(3,5-dimethylphenoxy)-2,4-pyrimidinedione), BrCC1CC1 (bromomethyl cyclopropane). The product is C1(CC1)CN1C(NC(C(=C1OC1=CC(=CC(=C1)C)C)CC)=O)=O (1-(Cyclopropyl)methyl-5-ethyl-6-(3,5-dimethylphenoxy)-2,4-pyrimidinedione). Yield: 46.4%. As a reaction SMILES: [CH2:1]([C:3]1[C:4](=[O:19])[NH:5][C:6](=[O:18])[NH:7][C:8]=1[O:9][C:10]1[CH:15]=[C:14]([CH3:16])[CH:13]=[C:12]([CH3:17])[CH:11]=1)[CH3:2].Br[CH2:21][CH:22]1[CH2:24][CH2:23]1>>[CH:22]1([CH2:21][N:7]2[C:8]([O:9][C:10]3[CH:11]=[C:12]([CH3:17])[CH:13]=[C:14]([CH3:16])[CH:15]=3)=[C:3]([CH2:1][CH3:2])[C:4](=[O:19])[NH:5][C:6]2=[O:18])[CH2:24][CH2:23]1. Reported procedure: 5-Ethyl-6-(3,5-dimethylphenoxy)-2,4-pyrimidinedione and bromomethyl cyclopropane were reacted by the same way with the example 1 to obtain the titled compound (146 mg, yield: 46.4%). Reactants: [OH-].[Na+] (sodium hydroxide), C(CCC)NC1=CC(=C(C=C1)Cl)C(F)(F)F (N-(n-butyl)-4-chloro-3-(trifluoromethyl)aniline). Product: C(CCC)N(C1=CC(=C(C=C1)Cl)C(F)(F)F)C=1OC2=C(N1)C=CC=C2 (2-[N-(n-butyl)-4-chloro-3-(trifluoromethyl)anilino]benzoxazole). RXN SMILES: [OH-:1].[Na+].[CH2:3]([NH:7][C:8]1[CH:13]=[CH:12][C:11]([Cl:14])=[C:10]([C:15]([F:18])([F:17])[F:16])[CH:9]=1)[CH2:4][CH2:5][CH3:6]>>[CH2:3]([N:7]([C:3]1[O:1][C:9]2[CH:10]=[CH:11][CH:12]=[CH:13][C:8]=2[N:7]=1)[C:8]1[CH:13]=[CH:12][C:11]([Cl:14])=[C:10]([C:15]([F:18])([F:16])[F:17])[CH:9]=1)[CH2:4][CH2:5][CH3:6] |f:0.1|. Procedure details: Hydrolysis of this N-(n-butyl)benzanilide (33 g., 0.093 mole) was accomplished by adding it to a solution of sodium hydroxide (10.8 g., 0.372 mole) in 200 ml. of water and 100 ml. of ethanol. The resulting solution was heated under reflux for 20 hours. The ethanol was then removed by distillation under vacuum. The remaining basic solution was extracted with diethyl ether; the ether extract was dried over magnesium sulfate and filtered. The filtrate was evaporated to dryness by distillation under... Starting materials: ClC1=CC=C(C(C)(C)C2=C(C=CC(=C2)C(C)(C)C2=CC=C(C=C2)Cl)O)C=C1 (2,4-Di-(4-chloro-α-cumyl)phenol), [Cl-].ClC1=CC(=C(C=C1)[N+]#N)[N+](=O)[O-] (4-Chloro-2-nitrobenzenediazonium Chloride). The product is ClC=1C=CC(=C(C1)N=NC1=C(C(=CC(=C1)C(C)(C)C1=CC=C(C=C1)Cl)C(C)(C)C1=CC=C(C=C1)Cl)O)[N+](=O)[O-] (5-Chloro-2-nitro-2′-hydroxy-3′,5′-di-(4-chloro-α-cumyl)azobenzene). Reaction SMILES: [Cl:1][C:2]1[CH:27]=[CH:26][C:5]([C:6]([C:9]2[CH:14]=[C:13]([C:15]([C:18]3[CH:23]=[CH:22][C:21]([Cl:24])=[CH:20][CH:19]=3)([CH3:17])[CH3:16])[CH:12]=[CH:11][C:10]=2[OH:25])([CH3:8])[CH3:7])=[CH:4][CH:3]=1.[Cl-:28].Cl[C:30]1[CH:35]=[CH:34][C:33]([N+:36]#[N:37])=[C:32]([N+:38]([O-:40])=[O:39])[CH:31]=1>>[Cl:28][C:35]1[CH:30]=[CH:31][C:32]([N+:38]([O-:40])=[O:39])=[C:33]([N:36]=[N:37][C:11]2[CH:12]=[C:13]([C:15]([C:18]3[CH:19]=[CH:20][C:21]([Cl:24])=[CH:22][CH:23]=3)([CH3:16])[CH3:17])[CH:14]=[C:9]([C:6]([C:5]3[CH:26]=[CH:27][C:2]([Cl:1])=[CH:3][CH:4]=3)([CH3:8])[CH3:7])[C:10]=2[OH:25])[CH:34]=1 |f:1.2|. Procedure: The title compound is prepared according to the procedure of Example 23 using 45 g of 2,4-di-(4-chloro-α-cumyl)phenol prepared in Example 6 and 138 g of the diazonium salt solution prepared in Example 11 in a yield of 66.3 g. The desired product is a crimson red solid containing some residual salt and melts at 163-165° C. The structure is confirmed by 1Hnmr and mass spectroscopy analyses. Starting materials: BrCC(=O)NC1=NC(=NC(=C1)Cl)C1=CC=CC=C1 (2-Bromo-N-(6-chloro-2-phenylpyrimidin-4-yl)acetamide), FC(C1=CC(=C(C=C1)N1CCNCC1)[N+](=O)[O-])(F)F ((4-trifluromethyl-2-nitrophenyl)piperazine). Solvent: C(C)#N (acetonitrile). Reaction conditions: time 8 hour. Product: ClC1=CC(=NC(=N1)C1=CC=CC=C1)NC(CN1CCCCC1)=O (N-(6-chloro-2-phenylpyrimidin-4-yl)-2-piperidin-1-ylacetamide). RXN SMILES: Br[CH2:2][C:3]([NH:5][C:6]1[CH:11]=[C:10]([Cl:12])[N:9]=[C:8]([C:13]2[CH:18]=[CH:17][CH:16]=[CH:15][CH:14]=2)[N:7]=1)=[O:4].FC(F)(F)C1[CH:26]=[CH:25][C:24]([N:27]2[CH2:32][CH2:31]NCC2)=C([N+]([O-])=O)C=1>C(#N)C>[Cl:12][C:10]1[N:9]=[C:8]([C:13]2[CH:18]=[CH:17][CH:16]=[CH:15][CH:14]=2)[N:7]=[C:6]([NH:5][C:3](=[O:4])[CH2:2][N:27]2[CH2:24][CH2:25][CH2:26][CH2:31][CH2:32]2)[CH:11]=1. Procedure details: 2-Bromo-N-(6-chloro-2-phenylpyrimidin-4-yl)acetamide (100 mg) was dissolved in acetonitrile (5 ml) and (4-trifluromethyl-2-nitrophenyl)piperazine (253 mg) added. The solution was stirred overnight at room temperature. After this time the solvent was removed in vacuo. Purification by flash chromatography on silica gel eluting with a mixture of dichloromethane and methanol (98:2, then 93:7 v/v) afforded the title compound. m/z (ES+) 521 (MH)+ Starting materials: C1CCOC1, CCNC(=O)c1ccc(-n2nnc(C(=O)NC3CC3)c2CP(=O)(OCC)OCC)cc1, O=Cc1nccs1, [H-], [Na+]. Yields the product CCNC(=O)c1ccc(-n2nnc(C(=O)NC3CC3)c2C=Cc2nccs2)cc1. RXN SMILES: [CH2:41]1[O:42][CH2:43][CH2:44][CH2:45]1.[CH:1]1([NH:4][C:5](=[O:6])[c:7]2[n:8][n:9][n:10](-[c:21]3[cH:22][cH:23][c:24]([C:27](=[O:28])[NH:29][CH2:30][CH3:31])[cH:25][cH:26]3)[c:11]2[CH2:12][P:13]([O:14][CH2:15][CH3:16])([O:17][CH2:18][CH3:19])=[O:20])[CH2:2][CH2:3]1.[CH:34](=[O:35])[c:36]1[s:37][cH:38][cH:39][n:40]1.[H-:32].[Na+:33]>>[CH:1]1([NH:4][C:5](=[O:6])[c:7]2[n:8][n:9][n:10](-[c:21]3[cH:22][cH:23][c:24]([C:27](=[O:28])[NH:29][CH2:30][CH3:31])[cH:25][cH:26]3)[c:11]2[CH:12]=[CH:34][c:36]2[s:37][cH:38][cH:39][n:40]2)[CH2:2][CH2:3]1. Starting materials: ClCC(O)C=1N(C=CC1)C (2-chloro-1-(1-methyl-1H-pyrrol-2-yl)ethanol), solution, CN (methylamine), ClCC(O)C=1N(C=CC1)C (Croce), [BH4-].[Na+] (Sodium borohydride), [BH4-].[Na+] (sodium borohydride). Solvent: CO (methanol), CO (methanol), O (H2O). Run at temperature 0 celsius, time 1 hour. The product is CNCC(O)C=1N(C=CC1)C (2-(methylamino)-1-(1-methyl-1H-pyrrol-2-yl)ethanol). As a reaction SMILES: Cl[CH2:2][CH:3]([C:5]1[N:6]([CH3:10])[CH:7]=[CH:8][CH:9]=1)[OH:4].[CH3:11][NH2:12].[BH4-].[Na+]>CO.O>[CH3:11][NH:12][CH2:2][CH:3]([C:5]1[N:6]([CH3:10])[CH:7]=[CH:8][CH:9]=1)[OH:4] |f:2.3|. Procedure details: 2-chloro-1-(1-methyl-1H-pyrrol-2-yl)ethanol (Croce, P. D.; Ferraccioli, R.; Ritieni, A. Synthesis, 1990, 212-213) (2.05 g) is dissolved in methanol (40 mL) and added dropwise to a 2.0 M solution of methylamine in methanol (65 mL) at 0° C. The reaction mixture is stirred at 0° C. for 1 h and then allowed to warm to room temperature. The reaction mixture is stirred at room temperature for 18 h and then cooled to 0° C. Sodium borohydride (0.738 g) in H2O (40 mL) is added dropwise. The reaction mixt...